From a dataset of the Open Reaction Database (ORD), a public repository of structured organic reaction records. describe an organic reaction: reactants, conditions, products, and yield The reactants are C(C)(C)(C)OC(COC1=CC(=CC=C1)CNCC1=CC=C(C=C1)N1N=CC=C1)=O ({3-[(4-pyrazol-1-yl-benzylamino)-methyl]-phenoxy}-acetic acid tert-butyl ester), FC=1C=C(C=CC1)S(=O)(=O)Cl (3-fluorobenzenesulfonyl chloride), S(=O)(=O)(Cl)Cl (sulfonyl chloride). Solvent: C(Cl)Cl (CH2Cl2). Yields the product C(C)(C)(C)OC(COC1=CC(=CC=C1)CN(CC1=CC=C(C=C1)N1N=CC=C1)S(=O)(=O)C1=CC(=CC=C1)F)=O ((3-{[(3-Fluoro-benzenesulfonyl)-(4-pyrazol-1-yl-benzyl)-amino]-methyl}-phenoxy)-acetic acid tert-butyl ester). RXN SMILES: [C:1]([O:5][C:6](=[O:29])[CH2:7][O:8][C:9]1[CH:14]=[CH:13][CH:12]=[C:11]([CH2:15][NH:16][CH2:17][C:18]2[CH:23]=[CH:22][C:21]([N:24]3[CH:28]=[CH:27][CH:26]=[N:25]3)=[CH:20][CH:19]=2)[CH:10]=1)([CH3:4])([CH3:3])[CH3:2].[F:30][C:31]1[CH:32]=[C:33]([S:37](Cl)(=[O:39])=[O:38])[CH:34]=[CH:35][CH:36]=1.S(Cl)(Cl)(=O)=O>C(Cl)Cl>[C:1]([O:5][C:6](=[O:29])[CH2:7][O:8][C:9]1[CH:14]=[CH:13][CH:12]=[C:11]([CH2:15][N:16]([S:37]([C:33]2[CH:34]=[CH:35][CH:36]=[C:31]([F:30])[CH:32]=2)(=[O:39])=[O:38])[CH2:17][C:18]2[CH:19]=[CH:20][C:21]([N:24]3[CH:28]=[CH:27][CH:26]=[N:25]3)=[CH:22][CH:23]=2)[CH:10]=1)([CH3:4])([CH3:2])[CH3:3]. Procedure details: The title compound of Step A was prepared following the method described in Step A of Example 13w from {3-[(4-pyrazol-1-yl-benzylamino)-methyl]-phenoxy}-acetic acid tert-butyl ester, prepared in Step A of Example 13a, and 3-fluorobenzenesulfonyl chloride with the following exception. The sulfonyl chloride was dissolved in CH2Cl2 (1 mL) and 0.28 mL was added to the reaction mixture. MS 552 (M+1). Reactants: O=C[C@H](O)[C@H](O)[C@H](O)CO (D-ribose), N[C@@H](CCCNC(=O)N)C(=O)O (L-(+)-citrulline). Reagents/catalysts: [Ni] (Raney nickel). Yields the product OC(CN[C@@H](CCCNC(=O)N)C(=O)O)C(C(CO)O)O (N-(2,3,4,5-tetrahydroxy-pentyl)-L-(+)-citrulline). RXN SMILES: O=[CH:2][C@@H:3]([C@@H:5]([C@@H:7]([CH2:9][OH:10])[OH:8])[OH:6])[OH:4].[NH2:11][C@H:12]([C:20]([OH:22])=[O:21])[CH2:13][CH2:14][CH2:15][NH:16][C:17]([NH2:19])=[O:18]>[Ni]>[OH:4][CH:3]([CH:5]([OH:6])[CH:7]([OH:8])[CH2:9][OH:10])[CH2:2][NH:11][C@H:12]([C:20]([OH:22])=[O:21])[CH2:13][CH2:14][CH2:15][NH:16][C:17]([NH2:19])=[O:18]. Procedure details: The product was made from D-ribose and L-(+)-citrulline using Raney nickel as a catalyst and heating for 2 hours to 50° C. and for 4 hours to 70° C. The product obtained had a melting point of 172° to 175° C. (decomposition) and an RF -value of 0.52 (determined as indicated under Example T). Reactants: C(C)OC(=O)C=1C=C2CC(C(NC2=CC1)C1=CC(=CC=C1)Br)(C)C (2-(3-bromo-phenyl)-3,3-dimethyl-1,2,3,4-tetrahydro-quinoline-6-carboxylic acid ethyl ester), ClC1=CC=C(C=C1)B(O)O (4-chlorophenylboronic acid), C([O-])([O-])=O.[Na+].[Na+] (sodium carbonate), O (water). The reagents and catalysts are C=1C=CC(=CC1)[P](C=2C=CC=CC2)(C=3C=CC=CC3)[Pd]([P](C=4C=CC=CC4)(C=5C=CC=CC5)C=6C=CC=CC6)([P](C=7C=CC=CC7)(C=8C=CC=CC8)C=9C=CC=CC9)[P](C=1C=CC=CC1)(C=1C=CC=CC1)C=1C=CC=CC1 (tetrakis(triphenylphosphine)palladium(0)). Solvent: O1CCOCC1 (dioxane), C(C)(=O)OCC (ethyl acetate). Yields the product C(C)OC(=O)C=1C=C2CC(C(NC2=CC1)C=1C=C(C=CC1)C1=CC=C(C=C1)Cl)(C)C (2-(4′-chloro-biphenyl-3-yl)-3,3-dimethyl-1,2,3,4-tetrahydro-quinoline-6-carboxylic acid ethyl ester). The yield is 78.6%. RXN SMILES: [CH2:1]([O:3][C:4]([C:6]1[CH:7]=[C:8]2[C:13](=[CH:14][CH:15]=1)[NH:12][CH:11]([C:16]1[CH:21]=[CH:20][CH:19]=[C:18](Br)[CH:17]=1)[C:10]([CH3:24])([CH3:23])[CH2:9]2)=[O:5])[CH3:2].[Cl:25][C:26]1[CH:31]=[CH:30][C:29](B(O)O)=[CH:28][CH:27]=1.C(=O)([O-])[O-].[Na+].[Na+].O>O1CCOCC1.C(OCC)(=O)C.C1C=CC([P]([Pd]([P](C2C=CC=CC=2)(C2C=CC=CC=2)C2C=CC=CC=2)([P](C2C=CC=CC=2)(C2C=CC=CC=2)C2C=CC=CC=2)[P](C2C=CC=CC=2)(C2C=CC=CC=2)C2C=CC=CC=2)(C2C=CC=CC=2)C2C=CC=CC=2)=CC=1>[CH2:1]([O:3][C:4]([C:6]1[CH:7]=[C:8]2[C:13](=[CH:14][CH:15]=1)[NH:12][CH:11]([C:16]1[CH:17]=[C:18]([C:29]3[CH:30]=[CH:31][C:26]([Cl:25])=[CH:27][CH:28]=3)[CH:19]=[CH:20][CH:21]=1)[C:10]([CH3:24])([CH3:23])[CH2:9]2)=[O:5])[CH3:2] |f:2.3.4,^1:57,59,78,97|. Procedure: To a mixture of 2-(3-bromo-phenyl)-3,3-dimethyl-1,2,3,4-tetrahydro-quinoline-6-carboxylic acid ethyl ester (4.0 g, 10.3 mmol), 4-chlorophenylboronic acid (2.1 g, 13.4 mmol) and tetrakis(triphenylphosphine)palladium(0) (1.2 g, 1.1 mmol) in dioxane (10 mL) was added 2 M sodium carbonate solution in water (10 mL, 20 mmol). The resulting mixture was subjected to microwave irradiation for 60 min at 110° C. The mixture was diluted with ethyl acetate (150 mL), washed with saturated aqueous sodium bicar... Reactants: OC(C[C@@]1(CCN(C(O1)=O)[C@@H](C)C1=CC=C(C=C1)B1OC(C(O1)(C)C)(C)C)C1=CC=CC=C1)(C)C ((S)-6-(2-hydroxy-2-methylpropyl)-6-phenyl-3-((S)-1-(4-(4,4,5,5-tetramethyl-1,3,2-dioxaborolan -2-yl)phenyl)ethyl)-1,3-oxazinan-2-one), BrC=1C=CC(N(C1)C(F)F)=O (5-bromo-1-(difluoromethyl)pyridin-2(1H)-one), C(=O)([O-])[O-].[Cs+].[Cs+] (Cs2CO3), O (H2O). Solvent: O1CCOCC1 (dioxane). Reaction conditions: temperature 110 celsius. The product is OC(CC1(CCNC(O1)=O)C1=CC=CC=C1)(C)C (6-(2-hydroxy-2-methylpropyl)-6-phenyl-1,3-oxazinan-2-one). The yield is 100.7%. Reaction SMILES: [OH:1][C:2]([CH3:35])([CH3:34])[CH2:3][C@@:4]1([C:28]2[CH:33]=[CH:32][CH:31]=[CH:30][CH:29]=2)[O:9][C:8](=[O:10])[N:7]([C@H](C2C=CC(B3OC(C)(C)C(C)(C)O3)=CC=2)C)[CH2:6][CH2:5]1.BrC1C=CC(=O)N(C(F)F)C=1.C([O-])([O-])=O.[Cs+].[Cs+].O>O1CCOCC1>[OH:1][C:2]([CH3:35])([CH3:34])[CH2:3][C:4]1([C:28]2[CH:33]=[CH:32][CH:31]=[CH:30][CH:29]=2)[O:9][C:8](=[O:10])[NH:7][CH2:6][CH2:5]1 |f:2.3.4|. Procedure: A microwave vial equipped with a flea stirbar was charged with (S)-6-(2-hydroxy-2-methylpropyl)-6-phenyl-3-((S)-1-(4-(4,4,5,5-tetramethyl-1,3,2-dioxaborolan -2-yl)phenyl)ethyl)-1,3-oxazinan-2-one (20 mg, 0.047 mmol), 5-bromo-1-(difluoromethyl)pyridin-2(1H)-one (25 mg, 0.113 mmol), Cs2CO3 (27 mg, 0.083 mmol), H2O (0.1 mL) and dry dioxane (1 mL). The mixture was sparged with N2 for 10 min and heated at 110° C. in the microwave for 0.5 h. The mixture was diluted with glacial HOAc (0.1 mL) and MeOH ... The reactants are C(=O)(OC)C12CCC(CC1)(CC2)C(=O)OC (1,4-dicarbomethoxybicyclo[2.2.2]octane), O.[OH-].[Li+] (lithium hydroxide hydrate). Run in O1CCCC1 (tetrahydrofuran), C(C)(C)O (isopropanol), O (water). Product: C(=O)(O)C12CCC(CC1)(CC2)C(=O)O (1,4-Dicarboxybicyclo[2.2.2]octane). Yield: 98.0%. As a reaction SMILES: [C:1]([C:5]12[CH2:12][CH2:11][C:8]([C:13]([O:15]C)=[O:14])([CH2:9][CH2:10]1)[CH2:7][CH2:6]2)([O:3]C)=[O:2].O.[OH-].[Li+]>O1CCCC1.C(O)(C)C.O>[C:13]([C:8]12[CH2:11][CH2:12][C:5]([C:1]([OH:3])=[O:2])([CH2:10][CH2:9]1)[CH2:6][CH2:7]2)([OH:15])=[O:14] |f:1.2.3|. Procedure: A stirred solution of 1,4-dicarbomethoxybicyclo[2.2.2]octane (31.7 g, 0.14 mole) in tetrahydrofuran (200 mL) and isopropanol (70 mL) was treated with a solution of lithium hydroxide hydrate (17.7 g, 0.42 mole) in water (200 mL), and the mixture was heated to 6°-70° C. for 2.5 h with stirring. The organic solvents were removed in vacuo, and the alkaline aqueous solution was filtered, then the filtrate was cooled on an ice bath and acidified with concentrated hydrochloric acid (40 mL). The solid w... Starting materials: FC=1C=C(N)C=CC1 (3-fluoroaniline), C=O (formaldehyde), N1N=NC2=C1C=CC=C2 (benzotriazole). Reaction conditions: time 3 hour. Yields the product FC=1C=C(NC)C=CC1 (3-Fluoro-N-methylaniline), OCN1N=NC2=C1C=CC=C2 (1-hydroxymethylbenzotriazole), FC=1C=C(NCN2N=NC3=C2C=CC=C3)C=CC1 (1-((3-fluoroanilino)methyl)-1H-benzotriazole). Isolated yield 86.6%. As a reaction SMILES: [F:1][C:2]1[CH:3]=[C:4]([CH:6]=[CH:7][CH:8]=1)[NH2:5].[CH2:9]=[O:10].[NH:11]1[C:15]2[CH:16]=[CH:17][CH:18]=[CH:19][C:14]=2[N:13]=[N:12]1>>[F:1][C:2]1[CH:3]=[C:4]([CH:6]=[CH:7][CH:8]=1)[NH:5][CH3:14].[OH:10][CH2:9][N:11]1[C:15]2[CH:16]=[CH:17][CH:18]=[CH:19][C:14]=2[N:13]=[N:12]1.[F:1][C:2]1[CH:3]=[C:4]([CH:6]=[CH:7][CH:8]=1)[NH:5][CH2:9][N:11]1[C:15]2[CH:16]=[CH:17][CH:18]=[CH:19][C:14]=2[N:13]=[N:12]1. Procedure: 3-Fluoro-N-methylaniline was prepared from 3-fluoroaniline using a modified reductive amination. First, 1-hydroxymethylbenzotriazole was prepared by adding 37% aqueous formaldehyde to benzotriazole at 40° C. in a 1:1 ratio and cooling to room temperature to precipitate the product. After filtration the hydroxymethylbenzotriazole (125 g) was heated to reflux in toluene with 3-fluoroaniline (92.2 g). Water was removed azeotropically using a Dean-Stark trap. After three hours, the mixture was coole... Starting materials: C(C(C)C)C1=C(C=C(C=C1)C1=C2C(=NO1)C1=CC=C(C=C1CC2)C=C)C(F)(F)F (3-(4-isobutyl-3-(trifluoromethyl)phenyl)-7-vinyl-4,5-dihydronaphtho[1,2-c]isoxazole), C(=C)C=1C=C2CCCC(C2=CC1)=NO (6-vinyl-3,4-dihydronaphthalen-1(2H)-one oxime), C(C)OC=1C=C(C(=O)OC)C=CC1OCC (methyl 3,4-diethoxybenzoate). Yields the product C(C)OC=1C=C(C=CC1OCC)C1=C2C(=NO1)C1=CC=C(C=C1CC2)C=C (3-(3,4-diethoxyphenyl)-7-vinyl-4,5-dihydronaphtho[1,2-c]isoxazole). Reaction SMILES: C(C1C=CC(C2ON=C3C4C(CCC=23)=CC(C=C)=CC=4)=CC=1C(F)(F)F)C(C)C.[CH:30]([C:32]1[CH:33]=[C:34]2[C:39](=[CH:40][CH:41]=1)[C:38](=[N:42][OH:43])[CH2:37][CH2:36][CH2:35]2)=[CH2:31].[CH2:44]([O:46][C:47]1[CH:48]=[C:49]([CH:54]=[CH:55][C:56]=1[O:57][CH2:58][CH3:59])[C:50](OC)=O)[CH3:45]>>[CH2:44]([O:46][C:47]1[CH:48]=[C:49]([C:50]2[O:43][N:42]=[C:38]3[C:39]4[C:34]([CH2:35][CH2:36][C:37]=23)=[CH:33][C:32]([CH:30]=[CH2:31])=[CH:41][CH:40]=4)[CH:54]=[CH:55][C:56]=1[O:57][CH2:58][CH3:59])[CH3:45]. Reported procedure: This compound was prepared according to the general procedure described for Preparation 23C, employing 200 mgs of 6-vinyl-3,4-dihydronaphthalen-1(2H)-one oxime (I-1) and methyl 3,4-diethoxybenzoate (1 eq). Yield: 217 mgs (25%); LC/MS M+1=362.1.